Task: describe an organic reaction: reactants, conditions, products, and yield. Dataset: the Open Reaction Database (ORD), a public repository of structured organic reaction records The reactants are CCOC(=O)c1cc2cc(OCCCS(C)(=O)=O)cc(N)c2[nH]1, c1ccncc1, O=S(=O)(Cl)c1ccccn1. Yields the product CCOC(=O)c1cc2cc(OCCCS(C)(=O)=O)cc(NS(=O)(=O)c3ccccn3)c2[nH]1. Reaction SMILES: [NH2:1][c:2]1[cH:3][c:4]([O:16][CH2:17][CH2:18][CH2:19][S:20](=[O:21])(=[O:22])[CH3:23])[cH:5][c:6]2[cH:7][c:8]([C:11](=[O:12])[O:13][CH2:14][CH3:15])[nH:9][c:10]12.[cH:34]1[cH:35][cH:36][n:37][cH:38][cH:39]1.[n:24]1[c:25]([S:30](=[O:31])(=[O:32])[Cl:33])[cH:26][cH:27][cH:28][cH:29]1>>[NH:1]([c:2]1[cH:3][c:4]([O:16][CH2:17][CH2:18][CH2:19][S:20](=[O:21])(=[O:22])[CH3:23])[cH:5][c:6]2[cH:7][c:8]([C:11](=[O:12])[O:13][CH2:14][CH3:15])[nH:9][c:10]12)[S:30]([c:25]1[n:24][cH:29][cH:28][cH:27][cH:26]1)(=[O:31])=[O:32]. Reactants: C(C)(C)N(CC)C(C)C (Diisopropylethylamine), BrCCCO (3-bromopropanol), [Si](C)(C)(C(C)(C)C)Cl (t-butyldimethylsilyl chloride). The reagents and catalysts are CN(C)C=1C=CN=CC1 (DMAP). Solvent: C(Cl)Cl (methylene chloride). Conditions: time 24 hour. Yields the product BrCCC(O)[Si](C)(C)C(C)(C)C (3-Bromo-t-butyldimethylsilyl-1-propanol). Reaction SMILES: C(N(C(C)C)CC)(C)C.[Br:10][CH2:11][CH2:12][CH2:13][OH:14].[Si:15](Cl)([C:18]([CH3:21])([CH3:20])[CH3:19])([CH3:17])[CH3:16]>CN(C1C=CN=CC=1)C.C(Cl)Cl>[Br:10][CH2:11][CH2:12][CH:13]([Si:15]([C:18]([CH3:21])([CH3:20])[CH3:19])([CH3:17])[CH3:16])[OH:14]. Procedure details: Diisopropylethylamine (25.488 g, 34.35 mL, 0.197 mol) was added dropwise to the solution of 3-bromopropanol (25 g, 0.18 mol), t-butyldimethylsilyl chloride (29.81 g, 0.197 mol), and DMAP (0.880 g, 7.2 mmol) in methylene chloride (250 mL) placed in a dry 500 mL three-necked, round-bottomed flask kept at ice bath and equipped with a Teflon-coated magnetic stirring bar, a 50 mL pressure-equalizing dropping funnel, a stopper, and a reflux condenser connected to an argon flow line. The reaction mixtu... Reactants: CCCC[N+](CCCC)(CCCC)CCCC, C=CCBr, CCC(O)CC, [H-], [I-], [Na+], C1CCOC1. Product: C=CCOC(CC)CC. As a reaction SMILES: [CH2:19]([N+:20]([CH2:21][CH2:22][CH2:23][CH3:24])([CH2:25][CH2:26][CH2:27][CH3:28])[CH2:29][CH2:30][CH2:31][CH3:32])[CH2:33][CH2:34][CH3:35].[CH2:9]([CH:10]=[CH2:11])[Br:12].[CH3:3][CH2:4][CH:5]([CH2:6][CH3:7])[OH:8].[H-:2].[I-:18].[Na+:1].[O:13]1[CH2:14][CH2:15][CH2:16][CH2:17]1>>[CH3:3][CH2:4][CH:5]([CH2:6][CH3:7])[O:8][CH2:11][CH:10]=[CH2:9].